Dataset: the Open Reaction Database (ORD), a public repository of structured organic reaction records. Task: describe an organic reaction: reactants, conditions, products, and yield The reactants are NC(CCCCNS(=O)(=O)Cc1ccccc1)C(=O)O, COc1ccccc1, F. Product: NCCCCC(N)C(=O)O. As a reaction SMILES: [CH2:1]([S:2](=[O:3])(=[O:4])[NH:11][CH2:12][CH2:13][CH2:14][CH2:15][CH:16]([NH2:17])[C:18](=[O:19])[OH:20])[c:5]1[cH:6][cH:7][cH:8][cH:9][cH:10]1.[CH3:22][O:23][c:24]1[cH:25][cH:26][cH:27][cH:28][cH:29]1.[FH:21]>>[NH2:11][CH2:12][CH2:13][CH2:14][CH2:15][CH:16]([NH2:17])[C:18](=[O:19])[OH:20].